This data is from the Open Reaction Database (ORD), a public repository of structured organic reaction records. The task is: describe an organic reaction: reactants, conditions, products, and yield Reactants: C1(=CC=CC=C1)S(=O)C1=CC=C(C=C1)CC(=O)CCl (1-(4-phenylsulfinylphenyl)-3-chloroacetone), [OH-].[K+] (KOH), formyl, C(=O)N1CCN(CC1)C(N)=S (1-formyl-4-thiocarbamoyl piperazine). Run in O (water), C(C)O (ethanol). Yields the product C1(=CC=CC=C1)S(=O)C1=CC=C(CC=2N=C(SC2)N2CCNCC2)C=C1 (1-[4-(4-phenylsulfinylbenzyl)-2-thiazolyl]piperazine). The yield is 83.7%. RXN SMILES: [C:1]1([S:7]([C:9]2[CH:14]=[CH:13][C:12]([CH2:15][C:16]([CH2:18]Cl)=O)=[CH:11][CH:10]=2)=[O:8])[CH:6]=[CH:5][CH:4]=[CH:3][CH:2]=1.C([N:22]1[CH2:27][CH2:26][N:25]([C:28](=[S:30])[NH2:29])[CH2:24][CH2:23]1)=O.[OH-].[K+]>C(O)C.O>[C:1]1([S:7]([C:9]2[CH:14]=[CH:13][C:12]([CH2:15][C:16]3[N:29]=[C:28]([N:25]4[CH2:26][CH2:27][NH:22][CH2:23][CH2:24]4)[S:30][CH:18]=3)=[CH:11][CH:10]=2)=[O:8])[CH:6]=[CH:5][CH:4]=[CH:3][CH:2]=1 |f:2.3|. Procedure details: A solution of 14.6 g of 1-(4-phenylsulfinylphenyl)-3-chloroacetone and 8.7 g of 1-formyl-4-thiocarbamoyl piperazine, melting (Kofler) at 228° C., in 250 ml of ethanol at 90%, was boiled for one hour. There was added to the hot solution a solution of 9.3 g of KOH at 85% in 10 ml of water, and the mixture was refluxed for three hours, in order to hydrolyze the formyl protecting group. Then the solvent was evaporated off under reduced pressure, and the oily residue was taken up with 200 ml of a N h...